Dataset: the Open Reaction Database (ORD), a public repository of structured organic reaction records. Task: describe an organic reaction: reactants, conditions, products, and yield The reactants are [OH-].[Na+] (sodium hydroxide), C(C1=CC=CC=C1)OC1=CC=C(C=C1)C1CC(N(C1)O)=O (4-(4-Benzyloxyphenyl)-1-hydroxy-2-pyrrolidone), CI (methyl iodide), C([O-])([O-])=O.[K+].[K+] (potassium carbonate). The solvent is CN1C(CCC1)=O (N-methylpyrrolidone). Reaction conditions: temperature 50 celsius, time 2 hour. Product: C(C1=CC=CC=C1)OC1=CC=C(C=C1)C1CC(N(C1)OC)=O (4-(4-Benzyloxyphenyl)-1-methoxy-2-pyrrolidone). RXN SMILES: [CH2:1]([O:8][C:9]1[CH:14]=[CH:13][C:12]([CH:15]2[CH2:19][N:18]([OH:20])[C:17](=[O:21])[CH2:16]2)=[CH:11][CH:10]=1)[C:2]1[CH:7]=[CH:6][CH:5]=[CH:4][CH:3]=1.CI.[C:24](=O)([O-])[O-].[K+].[K+].[OH-].[Na+]>CN1CCCC1=O>[CH2:1]([O:8][C:9]1[CH:14]=[CH:13][C:12]([CH:15]2[CH2:19][N:18]([O:20][CH3:24])[C:17](=[O:21])[CH2:16]2)=[CH:11][CH:10]=1)[C:2]1[CH:7]=[CH:6][CH:5]=[CH:4][CH:3]=1 |f:2.3.4,5.6|. Procedure details: A mixture containing 0.7 g 4-(4-benzyloxyphenyl)1-hydroxy2-pyrrolidone (Example 2), 5.0 ml methyl iodide and 2.0 g potassium carbonate in 5.0 ml N-methylpyrrolidone was stirred for 2 h at 50° C. 20 ml 1N sodium hydroxide solution was then added and the solution was extracted with a mixture of 20 ml cyclohexane and 10 ml of ether. The extract was washed with water and concentrated in vacuo whereupon the product crystallized. yield 0.31 g (41%), mp 92°-97° C. Procedure details: A solution of NaH (18 mg, 0.46 mmol) in THF (2.0 ml) was cooled to −20° C. To this was added a solution of (4S,5R)-5-(3,5-bis(trifluoromethyl)phenyl)-4-methylthiazolidin-2-one (100 mg, 0.304 mmol) in THF (1.0 ml) dropwise at the same temperature. The reaction was allowed to warm to −10° C. over 1 hour. A solution of (3-chloro-6-(trifluoromethyl)pyridin-2-yl)methyl methanesulfonate (106 mg, 0.364 mmol) in THF (1.0 ml) was added via syringe. Stirring of the reaction was continued at −10° C. for 5 ... Conditions: temperature -10 celsius, time 5 hour. Reaction SMILES: [H-].[Na+].[F:3][C:4]([F:23])([F:22])[C:5]1[CH:6]=[C:7]([C@H:15]2[S:19][C:18](=[O:20])[NH:17][C@H:16]2[CH3:21])[CH:8]=[C:9]([C:11]([F:14])([F:13])[F:12])[CH:10]=1.CS(O[CH2:29][C:30]1[C:35]([Cl:36])=[CH:34][CH:33]=[C:32]([C:37]([F:40])([F:39])[F:38])[N:31]=1)(=O)=O>C1COCC1>[F:23][C:4]([F:3])([F:22])[C:5]1[CH:6]=[C:7]([C@H:15]2[S:19][C:18](=[O:20])[N:17]([CH2:29][C:30]3[C:35]([Cl:36])=[CH:34][CH:33]=[C:32]([C:37]([F:39])([F:38])[F:40])[N:31]=3)[C@H:16]2[CH3:21])[CH:8]=[C:9]([C:11]([F:12])([F:13])[F:14])[CH:10]=1 |f:0.1|. Reactants: FC(C=1C=C(C=C(C1)C(F)(F)F)[C@@H]1[C@@H](NC(S1)=O)C)(F)F ((4S,5R)-5-(3,5-bis(trifluoromethyl)phenyl)-4-methylthiazolidin-2-one), CS(=O)(=O)OCC1=NC(=CC=C1Cl)C(F)(F)F ((3-chloro-6-(trifluoromethyl)pyridin-2-yl)methyl methanesulfonate), [H-].[Na+] (NaH). Product: FC(C=1C=C(C=C(C1)C(F)(F)F)[C@@H]1[C@@H](N(C(S1)=O)CC1=NC(=CC=C1Cl)C(F)(F)F)C)(F)F ((4S,5R)-5-(3,5-bis(trifluoromethyl)phenyl)-3-((3-chloro-6-(trifluoromethyl)pyridin-2-yl)methyl)-4-methylthiazolidin-2-one). Solvent: C1CCOC1 (THF), C1CCOC1 (THF), C1CCOC1 (THF). The reactants are FC1=C(N)C=CC(=C1OC)OC (2-fluoro-3,4-dimethoxyaniline), C(C)OC=C(C(=O)OCC)C(=O)OCC (diethyl 2-(ethoxymethylene)malonate). Run in C(C)O (Ethanol). Run at temperature 80 celsius. The product is FC1=C(C=CC(=C1OC)OC)NC=C(C(=O)OCC)C(=O)OCC (diethyl 2-(((2-fluoro-3,4-dimethoxyphenyl)amino)methylene)malonate). Yield: 92.5%. Reaction SMILES: [F:1][C:2]1[C:8]([O:9][CH3:10])=[C:7]([O:11][CH3:12])[CH:6]=[CH:5][C:3]=1[NH2:4].C(O[CH:16]=[C:17]([C:23]([O:25][CH2:26][CH3:27])=[O:24])[C:18]([O:20][CH2:21][CH3:22])=[O:19])C>C(O)C>[F:1][C:2]1[C:8]([O:9][CH3:10])=[C:7]([O:11][CH3:12])[CH:6]=[CH:5][C:3]=1[NH:4][CH:16]=[C:17]([C:18]([O:20][CH2:21][CH3:22])=[O:19])[C:23]([O:25][CH2:26][CH3:27])=[O:24]. Reported procedure: To a solution of 2-fluoro-3,4-dimethoxyaniline (39 g, 228 mmol) in Ethanol (200 mL) was added diethyl 2-(ethoxymethylene)malonate (45.7 mL, 228 mmol), and the resulting mixture was heated at 80° C. for 1 h. LCMS indicated completion of the reaction. The mixture was concentrated in vacuo to remove ethanol and then washed with hexane to afford diethyl 2-(((2-fluoro-3,4-dimethoxyphenyl)amino)methylene)malonate (72 g, 211 mmol, 93% yield) as a brown solid. LCMS (M+H)+: 342.1. Reported procedure: To a solution of 1-bromo-4-chloro-5-(4-ethylbenzyl)-2-(2-(trifluoromethoxy)-ethoxy)benzene (BP) (60 mg, 0.14 mmol) and (3R,4S,5R,6R)-3,4,5-tris(trimethylsilyloxy)-6-((trimethylsilyloxy)methyl)-tetrahydropyran-2-one (0.19 g, 0.41 mmol) in anhydrous THF (2 mL), was added n-BuLi (2.5 M, 0.11 mL) in a dropwise fashion at −78° C. over 15 min. The resulting solution was stirred at −78° C. for 1 h. Methanesulfonic acid (20 μL in 0.5 mL MeOH) was added and the mixture was allowed to warm to room tempera... Yields the product ClC1=CC(=C(C=C1CC1=CC=C(C=C1)CC)[C@@H]1O[C@@H]([C@H]([C@@H]([C@H]1O)O)O)CO)OCCOC(F)(F)F ((2S,3R,4R,5S,6R)-2-(4-chloro-5-(4-ethylbenzyl)-2-(2-(trifluoromethoxy)ethoxy)phenyl)-6-(hydroxymethyl)tetrahydro-2H-pyran-3,4,5-triol). RXN SMILES: Br[C:2]1[CH:7]=[C:6]([CH2:8][C:9]2[CH:14]=[CH:13][C:12]([CH2:15][CH3:16])=[CH:11][CH:10]=2)[C:5]([Cl:17])=[CH:4][C:3]=1[O:18][CH2:19][CH2:20][O:21][C:22]([F:25])([F:24])[F:23].C[Si](C)(C)[O:28][C@@H:29]1[C@@H:34]([O:35][Si](C)(C)C)[C@H:33]([O:40][Si](C)(C)C)[C@@H:32]([CH2:45][O:46][Si](C)(C)C)[O:31][C:30]1=O.[Li]CCCC.CS(O)(=O)=O.[SiH](CC)(CC)CC.B(F)(F)F.CCOCC>C1COCC1.C(Cl)Cl>[Cl:17][C:5]1[C:6]([CH2:8][C:9]2[CH:14]=[CH:13][C:12]([CH2:15][CH3:16])=[CH:11][CH:10]=2)=[CH:7][C:2]([C@H:30]2[C@H:29]([OH:28])[C@@H:34]([OH:35])[C@H:33]([OH:40])[C@@H:32]([CH2:45][OH:46])[O:31]2)=[C:3]([O:18][CH2:19][CH2:20][O:21][C:22]([F:25])([F:24])[F:23])[CH:4]=1 |f:5.6|. Run at temperature -78 celsius, time 1 hour. Starting materials: crude product, [SiH](CC)(CC)CC (Et3SiH), B(F)(F)F.CCOCC (BF3.Et2O), BrC1=C(C=C(C(=C1)CC1=CC=C(C=C1)CC)Cl)OCCOC(F)(F)F (1-bromo-4-chloro-5-(4-ethylbenzyl)-2-(2-(trifluoromethoxy)-ethoxy)benzene), C[Si](O[C@H]1C(O[C@@H]([C@H]([C@@H]1O[Si](C)(C)C)O[Si](C)(C)C)CO[Si](C)(C)C)=O)(C)C ((3R,4S,5R,6R)-3,4,5-tris(trimethylsilyloxy)-6-((trimethylsilyloxy)methyl)-tetrahydropyran-2-one), [Li]CCCC (n-BuLi), CS(=O)(=O)O (Methanesulfonic acid). Run in C(Cl)Cl (CH2Cl2), C1CCOC1 (THF). Starting materials: O1[C@@H](C1)COC1=C2C=CNC2=CC=C1 ((S)-(+)-4-(oxiranylmethoxy)-1H-indole), OC1(CCNCC1)C1=CC2=CC=C(C=C2C=C1)OC(C)C (4-hydroxy-4-(6-isopropoxynaphth-2-yl)piperidine). The product is N1C=CC2=C(C=CC=C12)OC[C@H](CN1CCC(CC1)(C1=CC2=CC=C(C=C2C=C1)OC(C)C)O)O ((2S)-(-)-1-(4-indolyloxy)-3-[4-hydroxy-4-(6-isopropoxynaphth-2-yl)piperidine-1-yl]-2-propanol). Yield: 69.5%. RXN SMILES: [O:1]1[CH2:3][C@H:2]1[CH2:4][O:5][C:6]1[CH:14]=[CH:13][CH:12]=[C:11]2[C:7]=1[CH:8]=[CH:9][NH:10]2.[OH:15][C:16]1([C:22]2[CH:31]=[CH:30][C:29]3[C:24](=[CH:25][CH:26]=[C:27]([O:32][CH:33]([CH3:35])[CH3:34])[CH:28]=3)[CH:23]=2)[CH2:21][CH2:20][NH:19][CH2:18][CH2:17]1>>[NH:10]1[C:11]2[C:7](=[C:6]([O:5][CH2:4][C@@H:2]([OH:1])[CH2:3][N:19]3[CH2:20][CH2:21][C:16]([OH:15])([C:22]4[CH:31]=[CH:30][C:29]5[C:24](=[CH:25][CH:26]=[C:27]([O:32][CH:33]([CH3:34])[CH3:35])[CH:28]=5)[CH:23]=4)[CH2:17][CH2:18]3)[CH:14]=[CH:13][CH:12]=2)[CH:8]=[CH:9]1. Reported procedure: Beginning with 0.099 gm (0.50 mMol) (S)-(+)-4-(oxiranylmethoxy)-1H-indole and 0.150 gm (0.50 mMol) 4-hydroxy-4-(6-isopropoxynaphth-2-yl)piperidine, 0.165 gm (66%) of the title compound were recovered as a white solid by the procedure described in Example 9. Starting materials: [2H]C1=C(C(=C(C(=C1[2H])N)N)[2H])[2H] (O-phenylenediamine), C(C(=O)O)(=O)O (oxalic acid), BrC=1C=C(C=O)C=CC1 (3-Bromobenzaldehyde). Run in C(C)O.O (EtOH—H2O). Run at temperature 80 celsius, time 8 hour. Yields the product BrC=1C=C(C=CC1)C1=NC2=C(N1)C=CC=C2 (2-(3-bromophenyl)-1H-benzoimidazole). Yield: 26.6%. RXN SMILES: [2H][C:2]1[C:7]([2H])=[C:6]([NH2:9])[C:5]([NH2:10])=[C:4]([2H])[C:3]=1[2H].C(O)(=O)C(O)=O.[Br:19][C:20]1[CH:21]=[C:22]([CH:25]=[CH:26][CH:27]=1)[CH:23]=O>C(O)C.O>[Br:19][C:20]1[CH:21]=[C:22]([C:23]2[NH:10][C:5]3[CH:4]=[CH:3][CH:2]=[CH:7][C:6]=3[N:9]=2)[CH:25]=[CH:26][CH:27]=1 |f:3.4|. Reported procedure: Method 1—Step a O-phenylenediamine (81.8 g, 756.6 mmol) and oxalic acid (3.40 g, 37.8 mmol) were completely dissolved in EtOH—H2O/1:1 (2 L) previously warmed at 80° C. 3-Bromobenzaldehyde (44.10 mL, 378.30 mmol) was then added dropwise to the solution. The reaction mixture was stirred overnight at 70° C. to the open air. The day after solid was filtered off and triturated with MeOH (150 mL) to give the product as a pale yellow solid (27.50 g). 3.8 g were recovered from the mother liquors. Total ...